This data is from the Open Reaction Database (ORD), a public repository of structured organic reaction records. The task is: describe an organic reaction: reactants, conditions, products, and yield Starting materials: C(CC(O)(C(=O)O)CC(=O)O)(=O)O (citric acid), [OH-].[OH-].[Ca+2] (calcium hydroxide slurry), P(O)(O)(O)=O (phosphoric acid), [OH-].[K+] (KOH). Reaction conditions: time 300 second. The product is P(=O)([O-])([O-])[O-].[Ca+2].P(=O)([O-])([O-])[O-].[Ca+2].[Ca+2] (calcium phosphate). RXN SMILES: C(O)(=O)CC(CC(O)=O)(C(O)=O)O.[OH-].[OH-].[Ca+2:16].[P:17](=[O:21])([OH:20])([OH:19])[OH:18].[OH-].[K+]>>[P:17]([O-:21])([O-:20])([O-:19])=[O:18].[Ca+2:16].[P:17]([O-:21])([O-:20])([O-:19])=[O:18].[Ca+2:16].[Ca+2:16] |f:1.2.3,5.6,7.8.9.10.11|. Procedure: 0.05 mol of 50% citric acid was added dropwise to 1 mol of a 11% calcium hydroxide slurry regulated at 15° C. over 300 seconds under stirring, thereafter, a mixture of 0.66 mol of 30% phosphoric acid and 0.05 mol of 40% KOH was added dropwise over 600 seconds and, thereafter, this was stirred at 80° C. for 3 hours to obtain a white slurry. The slurry was concentrated to a solid matter of 50% using an ultracentrifuge, and water was added again to obtain a slurry having-the same concentration as t... Starting materials: CC1=C(N=CN1)C1=CC=CC=C1 (5-methyl-4-phenyl-1H-imidazole), C(=O)([O-])[O-].[K+].[K+] (K2CO3), C(CC1=CC=CC=C1)OS(=O)(=O)C (methanesulfonic acid phenethyl ester). The solvent is C(C)#N (ACN). Yields the product CC1=C(N=CN1CCC1=CC=CC=C1)C1=CC=CC=C1 (5-methyl-1-phenethyl-4-phenyl-imidazole), CC=1N=CN(C1C1=CC=CC=C1)CCC1=CC=CC=C1 (4-methyl-1-phenethyl-5-phenyl-imidazole). RXN SMILES: [CH3:1][C:2]1[NH:6][CH:5]=[N:4][C:3]=1[C:7]1[CH:12]=[CH:11][CH:10]=[CH:9][CH:8]=1.C([O-])([O-])=O.[K+].[K+].[CH2:19](OS(C)(=O)=O)[CH2:20][C:21]1[CH:26]=[CH:25][CH:24]=[CH:23][CH:22]=1>C(#N)C>[CH3:1][C:2]1[N:6]([CH2:19][CH2:20][C:21]2[CH:26]=[CH:25][CH:24]=[CH:23][CH:22]=2)[CH:5]=[N:4][C:3]=1[C:7]1[CH:8]=[CH:9][CH:10]=[CH:11][CH:12]=1.[CH3:1][C:2]1[N:6]=[CH:5][N:4]([CH2:19][CH2:20][C:21]2[CH:26]=[CH:25][CH:24]=[CH:23][CH:22]=2)[C:3]=1[C:7]1[CH:8]=[CH:9][CH:10]=[CH:11][CH:12]=1 |f:1.2.3|. Procedure: To a solution of 5-methyl-4-phenyl-1H-imidazole (example 103D) (1.02 g, 6.44 mmoles) in ACN (20 mL) are added K2CO3 (1.07 g, 7.72 mmoles) and methanesulfonic acid phenethyl ester (example 4D). The reaction mixture is heated at reflux overnight, then cooled to room temperature, filtered, cake washed with ACN and solvent is removed under reduced pressure. The residue is purified by silica gel chromatography using (toluene:acetone) (90:10) as eluent to give 5-methyl-1-phenethyl-4-phenyl-imidazole a... Reactants: C1(C=CC(C2=CC=CC=C12)=O)=O (1,4-naphthoquinone), N1(C=CC=C1)CCC#N (3-(1-pyrrolyl) propionitrile), C1(=CC=C(C=C1)S(=O)(=O)O)C (para-toluenesulphonic acid). Solvent: C(Cl)(Cl)Cl (chloroform), C(Cl)(Cl)Cl (chloroform). Yields the product O=C1C(=CC(C2=CC=CC=C12)=O)C=1N(C=CC1)CCC#N (3-[2-(1,4-dioxo-1,4-dihydronaphthalen-2-yl)pyrrol-1-yl]propionitrile). The yield is 42.0%. Reaction SMILES: [C:1]1(=[O:12])[C:10]2[C:5](=[CH:6][CH:7]=[CH:8][CH:9]=2)[C:4](=[O:11])[CH:3]=[CH:2]1.[N:13]1([CH2:18][CH2:19][C:20]#[N:21])[CH:17]=[CH:16][CH:15]=[CH:14]1.C1(C)C=CC(S(O)(=O)=O)=CC=1>C(Cl)(Cl)Cl>[O:12]=[C:1]1[C:10]2[C:5](=[CH:6][CH:7]=[CH:8][CH:9]=2)[C:4](=[O:11])[CH:3]=[C:2]1[C:14]1[N:13]([CH2:18][CH2:19][C:20]#[N:21])[CH:17]=[CH:16][CH:15]=1. Procedure: 6.32 millimol of 1,4-naphthoquinone and 3.16 millimol of 3-(1-pyrrolyl) propionitrile were stirred in 50 ml of chloroform in a round-bottomed flask for 5 hours at room temperature, the reaction being catalysed by addition of a few milligrams of para-toluenesulphonic acid. The reaction medium was diluted with 50 ml of chloroform and then washed four times with 50 ml of water and finally with saturated aqueous NaCl solution. The resulting organic phase was dried over Na2SO4 and then concentrated u...